From a dataset of the Open Reaction Database (ORD), a public repository of structured organic reaction records. describe an organic reaction: reactants, conditions, products, and yield Starting materials: ClCCCCN1N=C2N(C=CC=C2)C1=O (2-(4-Chloro-butyl)-2H-[1,2,4]triazolo[4,3-a]pyridin-3-one), N1CCC(=CC1)C1=CNC2=CC=CC=C12 (3-(1,2,3,6-Tetrahydro-pyridin-4-yl)-1H-indole). Product: N1C=C(C2=CC=CC=C12)C=1CCN(CC1)CCCCN1N=C2N(C=CC=C2)C1=O (2-{4-[4-(1H-Indol-3-yl)-3,6-dihydro-2H-pyridin-1-yl]-butyl}-2H-[1,2,4]triazolo[4,3-a]pyridin-3-one), compound. The yield is 22.0%. Reaction SMILES: Cl[CH2:2][CH2:3][CH2:4][CH2:5][N:6]1[C:14](=[O:15])[N:9]2[CH:10]=[CH:11][CH:12]=[CH:13][C:8]2=[N:7]1.[NH:16]1[CH2:21][CH:20]=[C:19]([C:22]2[C:30]3[C:25](=[CH:26][CH:27]=[CH:28][CH:29]=3)[NH:24][CH:23]=2)[CH2:18][CH2:17]1>>[NH:24]1[C:25]2[C:30](=[CH:29][CH:28]=[CH:27][CH:26]=2)[C:22]([C:19]2[CH2:20][CH2:21][N:16]([CH2:2][CH2:3][CH2:4][CH2:5][N:6]3[C:14](=[O:15])[N:9]4[CH:10]=[CH:11][CH:12]=[CH:13][C:8]4=[N:7]3)[CH2:17][CH:18]=2)=[CH:23]1. Procedure details: 2-{4-[4-(1H-Indol-3-yl)-3,6-dihydro-2H-pyridin-1-yl]-butyl}-2H-[1,2,4]triazolo[4,3-a]pyridin-3-one was prepared by reacting 2-(4-Chloro-butyl)-2H-[1,2,4]triazolo[4,3-a]pyridin-3-one (225 mg, 1 mmol) and 3-(1,2,3,6-Tetrahydro-pyridin-4-yl)-1H-indole (198 mg, 1 mmol) by adopting the procedure as outlined in Experimental 24. Yield: 87 mg (22%) compound was isolated as pale yellow solid. Reactants: methyl ester, C[Si](C)(C)C=[N+]=[N-] (trimethylsilyldiazomethane), hexanes, N(C(=O)N)CCCCCC(=O)O (6-ureidohexanoic acid). Run in CO.C1=CC=CC=C1 (methanol benzene). Reaction conditions: time 1 hour. The product is N(C(=O)N)CCCCCC(=O)OC (methyl 6-ureidohexanoate). RXN SMILES: [NH:1]([CH2:5][CH2:6][CH2:7][CH2:8][CH2:9][C:10]([OH:12])=[O:11])[C:2]([NH2:4])=[O:3].[CH3:13][Si](C=[N+]=[N-])(C)C>CO.C1C=CC=CC=1>[NH:1]([CH2:5][CH2:6][CH2:7][CH2:8][CH2:9][C:10]([O:12][CH3:13])=[O:11])[C:2]([NH2:4])=[O:3] |f:2.3|. Procedure details: A solution of 6-ureidohexanoic acid (0.996 g, 5.72 mmol, 1.0 equiv) in methanol/benzene (2:7, 60 mL) was cooled to 0 degrees C., and a solution of trimethylsilyldiazomethane in hexanes (2.0 M, 3.43 mL, 6.86 mmol, 1.2 equiv) was added. The reaction mixture was warmed to room temperature and stirred for 1 h prior to removing all volatile components in vacuo. The crude methyl ester (1.06 g, 5.61 mmol, 98%) was used without further purification in the Biginelli reaction. Reactants: C#CCNC(=O)CC(C)=O, CCO, N. Product: C#CCNC(=O)C=C(C)N. As a reaction SMILES: [CH2:1]([C:2]#[CH:3])[NH:4][C:5]([CH2:6][C:7](=[O:8])[CH3:9])=[O:10].[CH3:12][CH2:13][OH:14].[NH3:11]>>[CH2:1]([C:2]#[CH:3])[NH:4][C:5]([CH:6]=[C:7]([CH3:9])[NH2:11])=[O:10]. Starting materials: CSCCl (chloromethyl methyl sulfide), [Na] (sodium), C1(=CC=CC2=CC=CC=C12)CO (naphthalene-1-methanol), [I-].[Na+] (sodium iodide). Run in COCCOC (DME). Product: C1(=CC=CC2=CC=CC=C12)COCSC (Methylthiomethyl 1-naphthylmethyl ether). Isolated yield 50.0%. As a reaction SMILES: [CH3:1][S:2][CH2:3]Cl.[Na].[C:6]1([CH2:16][OH:17])[C:15]2[C:10](=[CH:11][CH:12]=[CH:13][CH:14]=2)[CH:9]=[CH:8][CH:7]=1.[I-].[Na+]>COCCOC>[C:6]1([CH2:16][O:17][CH2:3][S:2][CH3:1])[C:15]2[C:10](=[CH:11][CH:12]=[CH:13][CH:14]=2)[CH:9]=[CH:8][CH:7]=1 |f:3.4,^1:4|. Reported procedure: Methylthiomethyl 1-naphthylmethyl ether was prepared by the reaction of chloromethyl methyl sulfide with the sodium salt of naphthalene-1-methanol in DME in the presence of sodium iodide as described for analogous reactions by E. J. Corey and M. C. Bock in Tetrahedron letters 38 3269(1975); yield 50%, b.p. 105°-115° C./0.01 mmHg. 1H NMR (CDCl3): δ2.17 (Me), 4.70 (CH2S), 5.01 (CH2Naph), 7.1-8.2 (Naph). Run in CN(C)C=O (DMF). Procedure: In an atmosphere of nitrogen, 10 mmole of 1,3-adamantanediol and 12 mmole of pyridine was dissolved in 10 ml of DMF. To the mixture, 11 mmole of methoxycarbonyl chloride was added dropwise with stirring at room temperature. Cooling of the resultant mixture with ice was started at about the time exothermic reaction began. When the exothermic reaction is completed, the mixture was heated to 60° C. and then stirred for one hour. As a result, the conversion of 1,3-adamantanediol was 99% and 1-methox... Reactants: resultant mixture, C12(CC3(CC(CC(C1)C3)C2)O)O (1,3-adamantanediol), C12(CC3(CC(CC(C1)C3)C2)O)O (1,3-adamantanediol), N1=CC=CC=C1 (pyridine), COC(=O)Cl (methoxycarbonyl chloride). As a reaction SMILES: [C:1]12([OH:12])[CH2:10][CH:5]3[CH2:6][CH:7]([CH2:9][C:3]([OH:11])([CH2:4]3)[CH2:2]1)[CH2:8]2.N1C=CC=CC=1.[CH3:19][O:20][C:21](Cl)=[O:22]>CN(C=O)C>[CH3:19][O:20][C:21]([O:12][C:1]12[CH2:10][CH:5]3[CH2:6][CH:7]([CH2:9][C:3]([OH:11])([CH2:4]3)[CH2:2]1)[CH2:8]2)=[O:22]. Yield: 85.0%. The product is COC(=O)OC12CC3(CC(CC(C1)C3)C2)O (1-methoxycarbonyloxy-3-adamantanol). Starting materials: COC(=O)c1nn(-c2cc(F)c(Br)cc2F)cc(OC)c1=O, CCO, Cl, [Na+], [OH-]. As a reaction SMILES: [Br:1][c:2]1[cH:3][c:4]([F:22])[c:5](-[n:9]2[n:10][c:11]([C:18](=[O:19])[O:20][CH3:21])[c:12](=[O:17])[c:13]([O:15][CH3:16])[cH:14]2)[cH:6][c:7]1[F:8].[CH3:26][CH2:27][OH:28].[ClH:25].[Na+:24].[OH-:23]>>[Br:1][c:2]1[cH:3][c:4]([F:22])[c:5](-[n:9]2[n:10][c:11]([C:18](=[O:19])[OH:20])[c:12](=[O:17])[c:13]([O:15][CH3:16])[cH:14]2)[cH:6][c:7]1[F:8]. Product: COc1cn(-c2cc(F)c(Br)cc2F)nc(C(=O)O)c1=O. Reactants: BrC=1C(=NC=CC1)CSCCN (3-bromo-2-((2-aminoethyl)thiomethyl) pyridine), ClC1=CC=C(C=C1)S(=O)(=O)NC(SC)=NC (N-(4-chlorobenzenesulphonyl)-N',S-dimethylisothiourea), C(C)#N (acetonitrile). The product is ClC1=CC=C(C=C1)S(=O)(=O)NC(=NCCSCC1=C(N=CN1)C)NC (N-(4-chlorobenzenesulphonyl)-N'-methyl-N"-[2-((4-methyl-5-imidazolyl)methylthio)ethyl]guanidine). As a reaction SMILES: Br[C:2]1[C:3]([CH2:8][S:9][CH2:10][CH2:11][NH2:12])=[N:4][CH:5]=C[CH:7]=1.[Cl:13][C:14]1[CH:19]=[CH:18][C:17]([S:20]([NH:23][C:24](=[N:27][CH3:28])SC)(=[O:22])=[O:21])=[CH:16][CH:15]=1.C(#[N:31])C>>[Cl:13][C:14]1[CH:19]=[CH:18][C:17]([S:20]([NH:23][C:24]([NH:27][CH3:28])=[N:12][CH2:11][CH2:10][S:9][CH2:8][C:3]2[NH:4][CH:5]=[N:31][C:2]=2[CH3:7])(=[O:22])=[O:21])=[CH:16][CH:15]=1. Procedure details: A solution of 3-bromo-2-((2-aminoethyl)thiomethyl) pyridine (5.0 g) and N-(4-chlorobenzenesulphonyl)-N',S-dimethylisothiourea (5.4 g) in acetonitrile was heated under reflux for 24 hours. Concentration followed by recrystallisation afforded N-(4-chlorobenzenesulphonyl)-N'-methyl-N"-[2-((4-methyl-5-imidazolyl)methylthio)ethyl]guanidine. Starting materials: B, CC(C)(C)OC(=O)N1CCc2ccc(Cl)c(SCc3ccc(C(=O)O)cc3)c2CC1, C1CCOC1. Product: CC(C)(C)OC(=O)N1CCc2ccc(Cl)c(SCc3ccc(CO)cc3)c2CC1. RXN SMILES: [BH3:31].[C:1]([CH3:2])([CH3:3])([CH3:4])[O:5][C:6](=[O:7])[N:8]1[CH2:9][CH2:10][c:11]2[c:12]([c:15]([S:20][CH2:21][c:22]3[cH:23][cH:24][c:25]([C:28](=[O:29])[OH:30])[cH:26][cH:27]3)[c:16]([Cl:19])[cH:17][cH:18]2)[CH2:13][CH2:14]1.[CH2:32]1[O:33][CH2:34][CH2:35][CH2:36]1>>[C:1]([CH3:2])([CH3:3])([CH3:4])[O:5][C:6](=[O:7])[N:8]1[CH2:9][CH2:10][c:11]2[c:12]([c:15]([S:20][CH2:21][c:22]3[cH:23][cH:24][c:25]([CH2:28][OH:29])[cH:26][cH:27]3)[c:16]([Cl:19])[cH:17][cH:18]2)[CH2:13][CH2:14]1.